From a dataset of the Open Reaction Database (ORD), a public repository of structured organic reaction records. describe an organic reaction: reactants, conditions, products, and yield Product: C(C)(C)(C)OC(=O)N1[C@@H](C[C@H](C1)O[Si](C)(C)C(C)(C)C)COCC(=O)O ((2S,4R)-1-t-butoxycarbonyl-4-t-butyldimethylsilyloxy-2-(carboxymethyloxymethyl)pyrrolidine). Conditions: temperature 50 celsius. The reactants are [Cl-].[Na+] (sodium chloride), Cl (hydrochloric acid), [Si](C)(C)(C(C)(C)C)O[C@@H]1C[C@H](N(C1)C(=O)OC(C)(C)C)CO ((2S,4R)-4-t-butyldimethylsilyloxy-1-t-butoxycarbonyl-2-(hydroxymethyl)pyrrolidine), BrCC(=O)O (2-bromoacetic acid), [OH-].[K+] (potassium hydroxide), [I-].[K+] (potassium iodide). Solvent: O (water), C(C)(C)(C)O (t-butyl alcohol). As a reaction SMILES: [Si:1]([O:8][C@H:9]1[CH2:13][N:12]([C:14]([O:16][C:17]([CH3:20])([CH3:19])[CH3:18])=[O:15])[C@H:11]([CH2:21][OH:22])[CH2:10]1)([C:4]([CH3:7])([CH3:6])[CH3:5])([CH3:3])[CH3:2].Br[CH2:24][C:25]([OH:27])=[O:26].[OH-].[K+].[I-].[K+].Cl.[Cl-].[Na+]>C(O)(C)(C)C.O>[C:17]([O:16][C:14]([N:12]1[CH2:13][C@H:9]([O:8][Si:1]([C:4]([CH3:7])([CH3:6])[CH3:5])([CH3:3])[CH3:2])[CH2:10][C@H:11]1[CH2:21][O:22][CH2:24][C:25]([OH:27])=[O:26])=[O:15])([CH3:20])([CH3:19])[CH3:18] |f:2.3,4.5,7.8|. Procedure details: A mixture of (2S,4R)-4-t-butyldimethylsilyloxy-1-t-butoxycarbonyl-2-(hydroxymethyl)pyrrolidine (0.62 g), 2-bromoacetic acid (0.26 g), 85% potassium hydroxide (0.37 g), and potassium iodide (0.93 g) in t-butyl alcohol (12 ml) was heated at 50° C. for 3 hours. The mixture was poured into water (100 ml), adjusted to pH 4 with 1N hydrochloric acid and saturated with sodium chloride. The aqueous mixture was extracted with three 50 ml portions of ethyl acetate. The organic layer was washed with brine,... Yield: 78.2%.